This data is from the Open Reaction Database (ORD), a public repository of structured organic reaction records. The task is: describe an organic reaction: reactants, conditions, products, and yield Reactants: CC(=O)O, CC(=O)O[BH-](OC(C)=O)OC(C)=O, CO, CN(CCCCC(=O)Nc1ccc(C=O)cc1)C(=O)CCN1CCC(OC(=O)Nc2ccccc2-c2ccccc2)CC1, ClCCl, CC(C)(C)[Si](C)(C)OC(CN)c1ccc(O)c2[nH]c(=O)ccc12, [Na+]. Product: CN(CCCCC(=O)Nc1ccc(CNCC(O[Si](C)(C)C(C)(C)C)c2ccc(O)c3[nH]c(=O)ccc23)cc1)C(=O)CCN1CCC(OC(=O)Nc2ccccc2-c2ccccc2)CC1. Reaction SMILES: [C:44]([OH:45])(=[O:46])[CH3:47].[C:74]([O:75][BH-:76]([O:77][C:78](=[O:79])[CH3:80])[O:81][C:82](=[O:83])[CH3:84])(=[O:85])[CH3:86].[CH3:88][OH:89].[CH:1](=[O:2])[c:3]1[cH:4][cH:5][c:6]([NH:9][C:10](=[O:11])[CH2:12][CH2:13][CH2:14][CH2:15][N:16]([C:17](=[O:18])[CH2:19][CH2:20][N:21]2[CH2:22][CH2:23][CH:24]([O:27][C:28]([NH:29][c:30]3[c:31](-[c:36]4[cH:37][cH:38][cH:39][cH:40][cH:41]4)[cH:32][cH:33][cH:34][cH:35]3)=[O:42])[CH2:25][CH2:26]2)[CH3:43])[cH:7][cH:8]1.[Cl:71][CH2:72][Cl:73].[NH2:48][CH2:49][CH:50]([O:51][Si:52]([CH3:53])([CH3:54])[C:55]([CH3:56])([CH3:57])[CH3:58])[c:59]1[c:60]2[cH:61][cH:62][c:63](=[O:70])[nH:64][c:65]2[c:66]([OH:69])[cH:67][cH:68]1.[Na+:87]>>[c:3]1([CH2:44][NH:48][CH2:49][CH:50]([O:51][Si:52]([CH3:53])([CH3:54])[C:55]([CH3:56])([CH3:57])[CH3:58])[c:59]2[c:60]3[cH:61][cH:62][c:63](=[O:70])[nH:64][c:65]3[c:66]([OH:69])[cH:67][cH:68]2)[cH:4][cH:5][c:6]([NH:9][C:10](=[O:11])[CH2:12][CH2:13][CH2:14][CH2:15][N:16]([C:17](=[O:18])[CH2:19][CH2:20][N:21]2[CH2:22][CH2:23][CH:24]([O:27][C:28]([NH:29][c:30]3[c:31](-[c:36]4[cH:37][cH:38][cH:39][cH:40][cH:41]4)[cH:32][cH:33][cH:34][cH:35]3)=[O:42])[CH2:25][CH2:26]2)[CH3:43])[cH:7][cH:8]1.